From a dataset of the Open Reaction Database (ORD), a public repository of structured organic reaction records. describe an organic reaction: reactants, conditions, products, and yield The reactants are 5-Bromo-1-(t-butyldimethylsilyl)-3-(2-pyrrolidin lethyl)indole, [Si](C)(C)(C(C)(C)C)Cl (t-butyidimethylsilyl chloride), BrC=1C=C2C(=CNC2=CC1)CCN1CCCC1 (5-bromo-3-(2-pyrrolidinylethyl)-1H-indole), C[Si]([N-][Si](C)(C)C)(C)C.[Na+] (sodium hexamethyldisilazide). Yields the product BrC=1C=C2C(=CN(C2=CC1)[Si](C)(C)C(C)(C)C)C[C@H]1N(CCC1)C ((S)-5-Bromo-1-(t-butyldimethylsilyl)-3-[(N-methylpyrrolidin-2-yl)methyl]indole). RXN SMILES: [Br:1][C:2]1[CH:3]=[C:4]2[C:8](=[CH:9][CH:10]=1)[NH:7][CH:6]=[C:5]2[CH2:11][CH2:12][N:13]1[CH2:17][CH2:16][CH2:15][CH2:14]1.C[Si](C)(C)[N-][Si](C)(C)C.[Na+].[Si:28](Cl)([C:31]([CH3:34])([CH3:33])[CH3:32])([CH3:30])[CH3:29]>>[Br:1][C:2]1[CH:3]=[C:4]2[C:8](=[CH:9][CH:10]=1)[N:7]([Si:28]([C:31]([CH3:34])([CH3:33])[CH3:32])([CH3:30])[CH3:29])[CH:6]=[C:5]2[CH2:11][C@@H:12]1[CH2:15][CH2:16][CH2:17][N:13]1[CH3:14] |f:1.2|. Reported procedure: 5-Bromo-1-(t-butyldimethylsilyl)-3-(2-pyrrolidin lethyl)indole: (1.02 g, 73%) as a brown oil from 5-bromo-3-(2-pyrrolidinylethyl)-1H-indole (Example 3b, 1.00 g, 3.4 mmol), sodium hexamethyldisilazide (82 mL, 6.82 mmol) and t-butyidimethylsilyl chloride (6.82 mL. 6.82 mmol). 13C NMR (CDCl3): 140.1, 132.9, 129.4, 124.1, 121.5, 116.3, 115.2, 112.7, 6.9, 54.3, 26.3, 25.1, 23.5, 19.5, −3.98. The reactants are CCc1nc(Cl)c([N+](=O)[O-])c(Cl)n1, CCO, NC1CC1. Yields the product CCc1nc(Cl)c([N+](=O)[O-])c(NC2CC2)n1. RXN SMILES: [CH2:5]([CH3:6])[c:7]1[n:8][c:9]([Cl:17])[c:10]([N+:14](=[O:15])[O-:16])[c:11]([Cl:13])[n:12]1.[CH3:18][CH2:19][OH:20].[CH:1]1([NH2:4])[CH2:2][CH2:3]1>>[CH:1]1([NH:4][c:11]2[c:10]([N+:14](=[O:15])[O-:16])[c:9]([Cl:17])[n:8][c:7]([CH2:5][CH3:6])[n:12]2)[CH2:2][CH2:3]1. The reactants are O=C([O-])[O-], C=CCBr, Oc1cc(Cl)c2c(-c3ccccc3F)noc2c1, [K+], [K+], CN(C)C=O, O. Yields the product C=CCOc1cc(Cl)c2c(-c3ccccc3F)noc2c1. RXN SMILES: [C:19](=[O:20])([O-:21])[O-:22].[CH2:25]([CH:26]=[CH2:27])[Br:28].[Cl:1][c:2]1[cH:3][c:4]([OH:18])[cH:5][c:6]2[c:7]1[c:8](-[c:11]1[c:12]([F:17])[cH:13][cH:14][cH:15][cH:16]1)[n:9][o:10]2.[K+:23].[K+:24].[O:29]=[CH:30][N:31]([CH3:32])[CH3:33].[OH2:34]>>[Cl:1][c:2]1[cH:3][c:4]([O:18][CH2:27][CH:26]=[CH2:25])[cH:5][c:6]2[c:7]1[c:8](-[c:11]1[c:12]([F:17])[cH:13][cH:14][cH:15][cH:16]1)[n:9][o:10]2.